From a dataset of the Open Reaction Database (ORD), a public repository of structured organic reaction records. describe an organic reaction: reactants, conditions, products, and yield Starting materials: CC#N, CCOC(C)=O, [F-], O=C(N1CCc2ccc(S(=O)(=O)Cl)cc2CC1)C(F)(F)F, [K+], C1COCCOCCOCCOCCOCCO1, O. Product: O=C(N1CCc2ccc(S(=O)(=O)F)cc2CC1)C(F)(F)F. RXN SMILES: [CH3:42][C:43]#[N:44].[CH3:45][CH2:46][O:47][C:48](=[O:49])[CH3:50].[F-:22].[F:1][C:2]([C:3](=[O:4])[N:5]1[CH2:6][CH2:7][c:8]2[c:9]([cH:12][cH:13][c:14]([S:16](=[O:17])(=[O:18])[Cl:19])[cH:15]2)[CH2:10][CH2:11]1)([F:20])[F:21].[K+:23].[O:24]1[CH2:25][CH2:26][O:27][CH2:28][CH2:29][O:30][CH2:31][CH2:32][O:33][CH2:34][CH2:35][O:36][CH2:37][CH2:38][O:39][CH2:40][CH2:41]1.[OH2:51]>>[F:1][C:2]([C:3](=[O:4])[N:5]1[CH2:6][CH2:7][c:8]2[c:9]([cH:12][cH:13][c:14]([S:16](=[O:17])(=[O:18])[F:22])[cH:15]2)[CH2:10][CH2:11]1)([F:20])[F:21].